From a dataset of the Open Reaction Database (ORD), a public repository of structured organic reaction records. describe an organic reaction: reactants, conditions, products, and yield The reactants are [Li]CCCC, COC(=O)c1cnn2ccccc12, CC#N, Cc1ccccc1, CCCCCC, Cl. Yields the product N#CCC(=O)c1cnn2ccccc12. Reaction SMILES: [CH2:1]([Li:2])[CH2:3][CH2:4][CH3:5].[CH3:12][O:13][C:14](=[O:15])[c:16]1[cH:17][n:18][n:19]2[c:20]1[cH:21][cH:22][cH:23][cH:24]2.[CH3:26][C:27]#[N:28].[CH3:29][c:30]1[cH:31][cH:32][cH:33][cH:34][cH:35]1.[CH3:6][CH2:7][CH2:8][CH2:9][CH2:10][CH3:11].[ClH:25]>>[C:14](=[O:15])([c:16]1[cH:17][n:18][n:19]2[c:20]1[cH:21][cH:22][cH:23][cH:24]2)[CH2:26][C:27]#[N:28]. Reactants: C(=O)([O-])[O-].[K+].[K+] (K2CO3), CC(C#N)Br (2-bromopropanitrile), [N+](=O)([O-])C1=C(CN)C=CC=C1 (2-Nitrobenzylamine). Run in C(C)#N (acetonitrile). Reaction conditions: temperature 65 celsius. The product is [N+](=O)([O-])C1=C(C=CC=C1)C(C)NCC#N (2-(1-(2-nitrophenyl)ethylamino)acetonitrile). RXN SMILES: [N+:1]([C:4]1[CH:11]=[CH:10][CH:9]=[CH:8][C:5]=1[CH2:6][NH2:7])([O-:3])=[O:2].[C:12]([O-])([O-])=O.[K+].[K+].C[CH:19](Br)[C:20]#[N:21]>C(#N)C>[N+:1]([C:4]1[CH:11]=[CH:10][CH:9]=[CH:8][C:5]=1[CH:6]([NH:7][CH2:19][C:20]#[N:21])[CH3:12])([O-:3])=[O:2] |f:1.2.3|. Reported procedure: 2-Nitrobenzylamine (513 mg, 3.37 mmol) was added to an acetonitrile (40 mL) containing K2CO3 (932 mg, 6.74 mmol) and 2-bromopropanitrile (677 mg, 5.06 mmol) under a nitrogen atmosphere. The reaction mixture was heated to 65° C. for 14 hours. The product (18) was used without purification or concentration in the next step. Starting materials: FC1=CC=C(C=C1)NC(C1CCNCC1)C1=CC=C(C=C1)F (N,α-bis(4-fluorophenyl)-4-piperidinemethanamine), C(C1=CC=CC=C1)Br (benzylbromide), C([O-])(O)=O.[Na+] (sodium bicarbonate), Cl (HCl). Run in C(C)O.C(C)OCC (ethanol diethyl ether), C(C)#N (acetonitrile), C(Cl)Cl (methylene chloride). Reaction conditions: time 72 hour. Yields the product Cl.Cl.FC1=CC=C(C=C1)NC(C1CCN(CC1)CC1=CC=CC=C1)C1=CC=C(C=C1)F (N,α-Bis(4-fluorophenyl)-1-(phenylmethyl)-4-piperidinemethanamine dihydrochloride). The yield is 36.7%. Reaction SMILES: [F:1][C:2]1[CH:7]=[CH:6][C:5]([NH:8][CH:9]([C:16]2[CH:21]=[CH:20][C:19]([F:22])=[CH:18][CH:17]=2)[CH:10]2[CH2:15][CH2:14][NH:13][CH2:12][CH2:11]2)=[CH:4][CH:3]=1.[CH2:23](Br)[C:24]1[CH:29]=[CH:28][CH:27]=[CH:26][CH:25]=1.C(=O)(O)[O-].[Na+].[ClH:36]>C(#N)C.C(Cl)Cl.C(O)C.C(OCC)C>[ClH:36].[ClH:36].[F:1][C:2]1[CH:3]=[CH:4][C:5]([NH:8][CH:9]([C:16]2[CH:17]=[CH:18][C:19]([F:22])=[CH:20][CH:21]=2)[CH:10]2[CH2:15][CH2:14][N:13]([CH2:23][C:24]3[CH:29]=[CH:28][CH:27]=[CH:26][CH:25]=3)[CH2:12][CH2:11]2)=[CH:6][CH:7]=1 |f:2.3,7.8,9.10.11|. Procedure: A mixture of N,α-bis(4-fluorophenyl)-4-piperidinemethanamine (3.30 g, 0.0109 mol), benzylbromide (1.86 g, 0.0109 mol), and sodium bicarbonate (1.68 g, 0.02 mol) was stirred 16 h at room temperature in 300 mL of acetonitrile (dried over 4 A molecular sieves) containing sodium iodide (0.2 g). The mixture was then heated at reflux 16 h followed by stirring 72 h at room temperature. The reaction was stripped to dryness and partitioned between chloroform and water. The chloroform layer was extracted ... The reactants are IC1=C(C=CC=C1)[N+](=O)[O-] (2-iodonitrobenzene), FC1=C(C=CC(=C1)F)CCC1=CC=C(C=C1)S(=O)(=O)C1=CC=CC=C1 (2,4-difluoro-1-{2-[4-(phenylsulfonyl)phenyl]ethyl}benzene). The product is FC1=C(C=CC(=C1)F)\C=C\C1=CC=C(C=C1)S(=O)(=O)C1=C(C=CC=C1)[N+](=O)[O-] (2,4-Difluoro-1-((E)-2-{4-[(2-nitrophenyl)sulfonyl]phenyl}vinyl)benzene). As a reaction SMILES: I[C:2]1[CH:7]=[CH:6][CH:5]=[CH:4][C:3]=1[N+:8]([O-:10])=[O:9].[F:11][C:12]1[CH:17]=[C:16]([F:18])[CH:15]=[CH:14][C:13]=1[CH2:19][CH2:20][C:21]1[CH:26]=[CH:25][C:24]([S:27](C2C=CC=CC=2)(=[O:29])=[O:28])=[CH:23][CH:22]=1>>[F:11][C:12]1[CH:17]=[C:16]([F:18])[CH:15]=[CH:14][C:13]=1/[CH:19]=[CH:20]/[C:21]1[CH:26]=[CH:25][C:24]([S:27]([C:2]2[CH:7]=[CH:6][CH:5]=[CH:4][C:3]=2[N+:8]([O-:10])=[O:9])(=[O:29])=[O:28])=[CH:23][CH:22]=1. Procedure details: 2,4-Difluoro-1-((E)-2-{4-[(2-nitrophenyl)sulfonyl]phenyl}vinyl)benzene was prepared according to the method of Example 135 Step 2 using 2-iodonitrobenzene and Intermediate 2. The yield is 62.6%. As a reaction SMILES: [C:1]([C:4]12[CH2:11][CH2:10][C:7]([NH:12][CH2:13][C:14]([N:16]3[CH2:20][C@@H:19]([F:21])[CH2:18][C@H:17]3[C:22]#[N:23])=[O:15])([CH2:8][CH2:9]1)[CH2:6][CH2:5]2)([OH:3])=O.[NH2:24][C:25]1[S:26][CH:27]=[C:28]([CH:30]2[CH2:32][CH2:31]2)[N:29]=1>>[CH:30]1([C:28]2[N:29]=[C:25]([NH:24][C:1]([C:4]34[CH2:11][CH2:10][C:7]([NH:12][CH2:13][C:14]([N:16]5[CH2:20][C@@H:19]([F:21])[CH2:18][C@H:17]5[C:22]#[N:23])=[O:15])([CH2:6][CH2:5]3)[CH2:8][CH2:9]4)=[O:3])[S:26][CH:27]=2)[CH2:32][CH2:31]1. Reported procedure: In a similar manner to Example 87, (2S,4S)-1-[[N-(4-carboxybicyclo[2.2.2]oct-1-yl)amino]acetyl]-4-fluoropyrrolidine-2-carbonitrile (50.0 mg) and 2-amino-4-cyclopropylthiazole (47.7 mg) were used to obtain (2S,4S)-1-[[N-[4-[N-(4-cyclopropylthiazol-2-yl)amino]carbonylbicyclo[2.2.2]oct-1-yl]amino]acetyl]-4-fluoropyrrolidine-2-carbonitrile (43.1 mg). The reactants are C(=O)(O)C12CCC(CC1)(CC2)NCC(=O)N2[C@@H](C[C@@H](C2)F)C#N ((2S,4S)-1-[[N-(4-carboxybicyclo[2.2.2]oct-1-yl)amino]acetyl]-4-fluoropyrrolidine-2-carbonitrile), NC=1SC=C(N1)C1CC1 (2-amino-4-cyclopropylthiazole). Yields the product C1(CC1)C=1N=C(SC1)NC(=O)C12CCC(CC1)(CC2)NCC(=O)N2[C@@H](C[C@@H](C2)F)C#N ((2S,4S)-1-[[N-[4-[N-(4-cyclopropylthiazol-2-yl)amino]carbonylbicyclo[2.2.2]oct-1-yl]amino]acetyl]-4-fluoropyrrolidine-2-carbonitrile). Starting materials: ClC1=C(C=CC(=C1)O)C(C(C(F)(F)F)(O)C=1C=C(C(N(C1)C)=O)C)C (5-[2-(2-chloro-4-hydroxy-phenyl)-1-hydroxy-1-trifluoromethyl-propyl]-1,3-dimethyl-1H-pyridin-2-one), COC(C1=CN=C(C=C1C(F)(F)F)Cl)=O (methyl-6-chloro-4-(trifluoromethyl)-nicotinate), N12CCN(CC1)CC2 (1,4-diazabicyclo[2.2.2]octane). Yields the product COC(C1=CN=C(C=C1C(F)(F)F)OC1=CC(=C(C=C1)C(C(C(F)(F)F)(O)C1=CN(C(C(=C1)C)=O)C)C)Cl)=O (6-{3-Chloro-4-[2-(1,5-dimethyl-6-oxo-1,6-dihydro-pyridin-3-yl)-3,3,3-trifluoro-2-hydroxy-1-methyl-propyl]-phenoxy}-4-trifluoromethyl-nicotinic acid methyl ester). Reported procedure: In analogy to Example 163, 5-[2-(2-chloro-4-hydroxy-phenyl)-1-hydroxy-1-trifluoromethyl-propyl]-1,3-dimethyl-1H-pyridin-2-one (Example 203, step 5) was reacted with methyl-6-chloro-4-(trifluoromethyl)-nicotinate in the presence of triethylamine and 1,4-diazabicyclo[2.2.2]octane to give the title compound as an off-white solid. MS (m/e)=579.3 [M+H+]. Run in C(C)N(CC)CC (triethylamine). RXN SMILES: [Cl:1][C:2]1[CH:7]=[C:6]([OH:8])[CH:5]=[CH:4][C:3]=1[CH:9]([CH3:25])[C:10]([C:16]1[CH:17]=[C:18]([CH3:24])[C:19](=[O:23])[N:20]([CH3:22])[CH:21]=1)([OH:15])[C:11]([F:14])([F:13])[F:12].[CH3:26][O:27][C:28](=[O:40])[C:29]1[C:34]([C:35]([F:38])([F:37])[F:36])=[CH:33][C:32](Cl)=[N:31][CH:30]=1.N12CCN(CC1)CC2>C(N(CC)CC)C>[CH3:26][O:27][C:28](=[O:40])[C:29]1[C:34]([C:35]([F:36])([F:37])[F:38])=[CH:33][C:32]([O:8][C:6]2[CH:5]=[CH:4][C:3]([CH:9]([CH3:25])[C:10]([C:16]3[CH:17]=[C:18]([CH3:24])[C:19](=[O:23])[N:20]([CH3:22])[CH:21]=3)([OH:15])[C:11]([F:13])([F:14])[F:12])=[C:2]([Cl:1])[CH:7]=2)=[N:31][CH:30]=1. The reactants are COCCOC, CCO, CC(C)(C)[O-], [K+], O=C1CCN2CCCC1C2, [C-]#[N+]CS(=O)(=O)c1ccc(C)cc1. Yields the product N#CC1CCN2CCCC1C2. Reaction SMILES: [CH2:33]([CH2:34][O:35][CH3:36])[O:37][CH3:38].[CH3:24][CH2:25][OH:26].[CH3:27][C:28]([CH3:29])([O-:30])[CH3:31].[K+:32].[N:1]12[CH2:2][CH2:3][C:4](=[O:10])[CH:5]([CH2:6][CH2:7][CH2:8]1)[CH2:9]2.[c:11]1([CH3:12])[cH:13][cH:14][c:15]([S:16](=[O:18])(=[O:19])[CH2:20][N+:21]#[C-:17])[cH:22][cH:23]1>>[N:1]12[CH2:2][CH2:3][CH:4]([C:20]#[N:21])[CH:5]([CH2:6][CH2:7][CH2:8]1)[CH2:9]2.